Dataset: the Open Reaction Database (ORD), a public repository of structured organic reaction records. Task: describe an organic reaction: reactants, conditions, products, and yield Reactants: BrC1=CC=2C3=C(NC2C=N1)N=CC(=C3)C3=CC=C(C=C3)CN3CCCCC3 (6-bromo-3-(4-piperidin-1-ylmethyl-phenyl)-9H-dipyrido[2,3-b;4′,3′-d]pyrrole), CC1(OB(OC1(C)C)C1=CN=CO1)C (5-(4,4,5,5-tetramethyl-1,3,2-dioxaborolan-2-yl)oxazole), 1,1′-[bis(diphenylphosphino)-ferrocene]dichloropalladium(II). Run in C([O-])([O-])=O.[Na+].[Na+] (sodium carbonate), C(C)#N (acetonitrile), C(Cl)Cl (DCM), CO (methanol). Run at temperature 130 celsius. Product: O1C=NC=C1C1=CC=2C3=C(NC2C=N1)N=CC(=C3)C3=CC=C(C=C3)CN3CCCCC3 (6-(Oxazol-5-yl)-3-(4-piperidin-1-ylmethyl-phenyl)-9H-dipyrido[2,3-b;4′,3′-d]pyrrole). Isolated yield 28.5%. Reaction SMILES: Br[C:2]1[N:10]=[CH:9][C:8]2[NH:7][C:6]3[N:11]=[CH:12][C:13]([C:15]4[CH:20]=[CH:19][C:18]([CH2:21][N:22]5[CH2:27][CH2:26][CH2:25][CH2:24][CH2:23]5)=[CH:17][CH:16]=4)=[CH:14][C:5]=3[C:4]=2[CH:3]=1.CC1(C)C(C)(C)OB([C:36]2[O:40][CH:39]=[N:38][CH:37]=2)O1>C(=O)([O-])[O-].[Na+].[Na+].C(#N)C.C(Cl)Cl.CO>[O:40]1[C:36]([C:2]2[N:10]=[CH:9][C:8]3[NH:7][C:6]4[N:11]=[CH:12][C:13]([C:15]5[CH:16]=[CH:17][C:18]([CH2:21][N:22]6[CH2:23][CH2:24][CH2:25][CH2:26][CH2:27]6)=[CH:19][CH:20]=5)=[CH:14][C:5]=4[C:4]=3[CH:3]=2)=[CH:37][N:38]=[CH:39]1 |f:2.3.4|. Procedure details: A mixture of 6-bromo-3-(4-piperidin-1-ylmethyl-phenyl)-9H-dipyrido[2,3-b;4′,3′-d]pyrrole (150 mg, 0.36 mmol), 5-(4,4,5,5-tetramethyl-1,3,2-dioxaborolan-2-yl)oxazole (140 mg, 0.71 mmol), 1,1′-[bis(diphenylphosphino)-ferrocene]dichloropalladium(II) (29 mg, 0.004 mmol) in saturated aqueous sodium carbonate solution (0.5 mL) and acetonitrile (5 mL) was heated under microwave irradiation at 130° C. for 30 minutes. The cooled reaction mixture was diluted with DCM (20 mL) and methanol (2 mL) and washed... Reactants: FC=1C=C(C=CC1F)NC1=NC(=NC=C1F)NC=1C=CC2=C(CC(O2)C(=O)OC)C1 ((±)-N4-(3,4-difluorophenyl)-N2-(2,3-dihydro-2-methoxycarbonylbenzofuran-5-yl)-5-fluoro-2,4-pyrimidinediamine), Cl.CN (methylamine Hydrogen Chloride), C(C)(C)N(CC)C(C)C (diisopropylethylamine). The solvent is CO (MeOH), O (water). Conditions: temperature 80 celsius, time 24 hour. Product: FC=1C=C(C=CC1F)NC1=NC(=NC=C1F)NC=1C=CC2=C(CC(O2)C(=O)NC)C1 ((±)-N4-(3,4-difluorophenyl)-5-fluoro-N2-[2,3-dihydro-2-(N-methylamino)carbonylbenzofuran-5-yl]-2,4-pyrimidinediamine). RXN SMILES: [F:1][C:2]1[CH:3]=[C:4]([NH:9][C:10]2[C:15]([F:16])=[CH:14][N:13]=[C:12]([NH:17][C:18]3[CH:19]=[CH:20][C:21]4[O:25][CH:24]([C:26]([O:28]C)=O)[CH2:23][C:22]=4[CH:30]=3)[N:11]=2)[CH:5]=[CH:6][C:7]=1[F:8].Cl.CN.[CH:34]([N:37](C(C)C)CC)(C)C>CO.O>[F:1][C:2]1[CH:3]=[C:4]([NH:9][C:10]2[C:15]([F:16])=[CH:14][N:13]=[C:12]([NH:17][C:18]3[CH:19]=[CH:20][C:21]4[O:25][CH:24]([C:26]([NH:37][CH3:34])=[O:28])[CH2:23][C:22]=4[CH:30]=3)[N:11]=2)[CH:5]=[CH:6][C:7]=1[F:8] |f:1.2|. Reported procedure: A mixture of (±)-N4-(3,4-difluorophenyl)-N2-(2,3-dihydro-2-methoxycarbonylbenzofuran-5-yl)-5-fluoro-2,4-pyrimidinediamine, methylamine Hydrogen Chloride (5 equivalents) and diisopropylethylamine (5 equivalents) in MeOH was shaken in a sealed tube at 80° C. for 24 h. The resulting solution was diluted with water and the precipitate obtained was filtered, washed with water, dried and analyzed to afford (±)-N4-(3,4-difluorophenyl)-5-fluoro-N2-[2,3-dihydro-2-(N-methylamino)carbonylbenzofuran-5-yl]-2... The reactants are FC1=C(C=CC(=N1)C=1C=NC=CC1)C1=NC(=NC(=N1)C)N(CC1=CC=C(C=C1)OC)CC1=CC=C(C=C1)OC (4-(6-fluoro-2,3′-bipyridin-5-yl)-N,N-bis(4-methoxybenzyl)-6-methyl-1,3,5-triazin-2-amine), FC=1C=C(C=NC1OC)N (5-fluoro-6-methoxypyridin-3-amine). Yields the product NC1=NC(=NC(=N1)C)C=1C=CC(=NC1NC=1C=NC(=C(C1)F)OC)C=1C=NC=CC1 (5-(4-Amino-6-Methyl-1,3,5-Triazin-2-yl)-N-(5-Fluoro-6-Methoxypyridin-3-yl)-2,3′-Bipyridin-6-Amine), solid. Yield: 5.7%. As a reaction SMILES: F[C:2]1[N:7]=[C:6]([C:8]2[CH:9]=[N:10][CH:11]=[CH:12][CH:13]=2)[CH:5]=[CH:4][C:3]=1[C:14]1[N:19]=[C:18]([CH3:20])[N:17]=[C:16]([N:21](CC2C=CC(OC)=CC=2)CC2C=CC(OC)=CC=2)[N:15]=1.[F:40][C:41]1[CH:42]=[C:43]([NH2:49])[CH:44]=[N:45][C:46]=1[O:47][CH3:48]>>[NH2:21][C:16]1[N:17]=[C:18]([CH3:20])[N:19]=[C:14]([C:3]2[CH:4]=[CH:5][C:6]([C:8]3[CH:9]=[N:10][CH:11]=[CH:12][CH:13]=3)=[N:7][C:2]=2[NH:49][C:43]2[CH:44]=[N:45][C:46]([O:47][CH3:48])=[C:41]([F:40])[CH:42]=2)[N:15]=1. Reported procedure: The title compound was prepared in an analogous manner to that described in Example 254 using 4-(6-fluoro-2,3′-bipyridin-5-yl)-N,N-bis(4-methoxybenzyl)-6-methyl-1,3,5-triazin-2-amine and 5-fluoro-6-methoxypyridin-3-amine (Anichem), and was isolated as an orange amorphous solid (5.7%). m/z (ESI, +ve ion) 405.0 (M+H)+. 1H NMR (400 MHz, d6-DMSO) δ 12.03 (1H, s); 9.27 (1H, d, J=2.0 Hz); 8.91 (1H, d, J=8.2 Hz); 8.67 (1H, dd, J=4.8, 1.5 Hz); 8.55 (1H, d, J=2.2 Hz); 8.39-8.43 (1H, m); 8.36 (1H, dd, J=1... The reactants are Br, CC(=O)O, ClCCl, CC(O)c1cccc([N+](=O)[O-])c1. Product: CC(Br)c1cccc([N+](=O)[O-])c1. RXN SMILES: [BrH:13].[CH3:14][C:15](=[O:16])[OH:17].[Cl:18][CH2:19][Cl:20].[N+:1](=[O:2])([O-:3])[c:4]1[cH:5][c:6]([CH:10]([CH3:11])[OH:12])[cH:7][cH:8][cH:9]1>>[N+:1](=[O:2])([O-:3])[c:4]1[cH:5][c:6]([CH:10]([CH3:11])[Br:13])[cH:7][cH:8][cH:9]1.